Dataset: the Open Reaction Database (ORD), a public repository of structured organic reaction records. Task: describe an organic reaction: reactants, conditions, products, and yield Reactants: CN1C(C=NC2=CC=C(C=C12)C(F)(F)F)=O (1-Methyl-7-trifluoromethyl-2(1H)-quinoxalinone), OO (hydrogen peroxide). Solvent: C(C)(=O)O (acetic acid). Run at time 24 hour. The product is CN1C(C(NC2=CC=C(C=C12)C(F)(F)F)=O)=O (1-METHYL-7-TRIFLUOROMETHYL-2(1H), 3(4H)-QUINOXALINEDIONE). As a reaction SMILES: [CH3:1][N:2]1[C:11]2[C:6](=[CH:7][CH:8]=[C:9]([C:12]([F:15])([F:14])[F:13])[CH:10]=2)[N:5]=[CH:4][C:3]1=[O:16].[OH:17]O>C(O)(=O)C>[CH3:1][N:2]1[C:11]2[C:6](=[CH:7][CH:8]=[C:9]([C:12]([F:15])([F:13])[F:14])[CH:10]=2)[NH:5][C:4](=[O:17])[C:3]1=[O:16]. Procedure details: 1-Methyl-7-trifluoromethyl-2(1H)-quinoxalinone (2.68 grams) was dissolved in 20 ml. of acetic acid and 20 ml. of 30 percent hydrogen peroxide were added. The reaction mixture was held at room temperature for 24 hours, by which time a solid had separated out. It was collected by filtration. NMR and microanalysis confirmed that the product was 1-methyl-7-trifluoromethyl-2(1H), 3(4H)-quinoxalinedione. The product melted at 283°-287°C. Starting materials: CCOC(=O)C1=CC(OC(CC)CC)C(O)C(N)C1, CCOC=O. Yields the product CCOC(=O)C1=CC(OC(CC)CC)C(O)C(NC=O)C1. As a reaction SMILES: [CH2:1]([CH3:2])[O:3][C:4](=[O:5])[C:6]1=[CH:7][CH:8]([O:14][CH:15]([CH2:16][CH3:17])[CH2:18][CH3:19])[CH:9]([OH:13])[CH:10]([NH2:12])[CH2:11]1.[CH:20](=[O:21])[O:22][CH2:23][CH3:24]>>[CH2:1]([CH3:2])[O:3][C:4](=[O:5])[C:6]1=[CH:7][CH:8]([O:14][CH:15]([CH2:16][CH3:17])[CH2:18][CH3:19])[CH:9]([OH:13])[CH:10]([NH:12][CH:20]=[O:21])[CH2:11]1. Reactants: CC(=O)O[BH-](OC(C)=O)OC(C)=O, CC(=O)O, COC(=O)c1cccc2[nH]nc(C=O)c12, ClCCl, Cl, Cl, [H-], NC1CN2CCC1CC2, [Na+], [Na+]. Yields the product COC(=O)c1cccc2[nH]nc(CNC3CN4CCC3CC4)c12. RXN SMILES: [C:29]([O:30][BH-:31]([O:32][C:33](=[O:34])[CH3:35])[O:36][C:37](=[O:38])[CH3:39])(=[O:40])[CH3:41].[CH3:46][C:47](=[O:48])[OH:49].[CH:14](=[O:15])[c:16]1[n:17][nH:18][c:19]2[cH:20][cH:21][cH:22][c:23]([C:25](=[O:26])[O:27][CH3:28])[c:24]12.[Cl:43][CH2:44][Cl:45].[ClH:1].[ClH:2].[H-:12].[NH2:3][CH:4]1[CH2:5][N:6]2[CH2:7][CH2:8][CH:9]1[CH2:10][CH2:11]2.[Na+:13].[Na+:42]>>[NH:3]([CH:4]1[CH2:5][N:6]2[CH2:7][CH2:8][CH:9]1[CH2:10][CH2:11]2)[CH2:14][c:16]1[n:17][nH:18][c:19]2[cH:20][cH:21][cH:22][c:23]([C:25](=[O:26])[O:27][CH3:28])[c:24]12.